This data is from the Open Reaction Database (ORD), a public repository of structured organic reaction records. The task is: describe an organic reaction: reactants, conditions, products, and yield Reactants: OC1=CC=C(C=CC(=O)O)C=C1 (4-hydroxycinnamic acid), S(O)(O)(=O)=O (sulphuric acid), C(C)O (ethanol). The product is OC1=CC=C(/C=C/C(=O)OCC)C=C1 (ethyl (E)-4-hydroxycinnamate). Reaction SMILES: [OH:1][C:2]1[CH:12]=[CH:11][C:5]([CH:6]=[CH:7][C:8]([OH:10])=[O:9])=[CH:4][CH:3]=1.S(=O)(=O)(O)O.[CH2:18](O)[CH3:19]>>[OH:1][C:2]1[CH:3]=[CH:4][C:5](/[CH:6]=[CH:7]/[C:8]([O:10][CH2:18][CH3:19])=[O:9])=[CH:11][CH:12]=1. Reported procedure: A mixture of 10 g 4-hydroxycinnamic acid, 100 ml ethanol and 0.5 ml concentrated sulphuric acid was heated under gentle reflux for 96 hours. The reaction mixture was poured onto water, the resultant precipitate filtered off, washed with portions of water and then dried. The residue was purified by column chromatography on silica gel using ethyl acetate as eluent and recrystallisation from acetonitrile to yield 9.2 g of ethyl (E)-4-hydroxycinnamate. The reactants are CN(C)c1ccccc1, CC(=O)Cl, CN(C)C=O, O, CC(CO)(Sc1cc2ccccc2[nH]1)c1ccccc1. Yields the product CC(=O)OCC(C)(Sc1cc2ccccc2[nH]1)c1ccccc1. As a reaction SMILES: [CH3:21][N:22]([c:23]1[cH:24][cH:25][cH:26][cH:27][cH:28]1)[CH3:29].[CH3:30][C:31]([Cl:32])=[O:33].[O:34]=[CH:35][N:36]([CH3:37])[CH3:38].[OH2:39].[nH:1]1[c:2]([S:10][C:11]([CH2:12][OH:13])([CH3:14])[c:15]2[cH:16][cH:17][cH:18][cH:19][cH:20]2)[cH:3][c:4]2[cH:5][cH:6][cH:7][cH:8][c:9]12>>[nH:1]1[c:2]([S:10][C:11]([CH2:12][O:13][C:31]([CH3:30])=[O:33])([CH3:14])[c:15]2[cH:16][cH:17][cH:18][cH:19][cH:20]2)[cH:3][c:4]2[cH:5][cH:6][cH:7][cH:8][c:9]12. The reactants are [N+](=O)([O-])[O-] (nitrate), N1=CC=CC=C1 (Pyridine), [N+](=O)([O-])C1=CC=C(C=C1)S(=O)(=O)Cl (4-nitrobenzenesulfonyl chloride), CC1(OCC(O1)CO)C (2,2-dimethyl-1,3-dioxolane-4-methanol). The solvent is ClCCl (dichloromethane). Run at time 1 hour. Yields the product [N+](=O)([O-])C1=CC=C(C=C1)S(=O)(=O)OCC1OC(OC1)(C)C ((2,2-Dimethyl-1,3-dioxolan4-yl)methyl 4-nitrobenzenesulfonate). Yield: 72.7%. RXN SMILES: N1C=CC=CC=1.[N+:7]([C:10]1[CH:15]=[CH:14][C:13]([S:16](Cl)(=[O:18])=[O:17])=[CH:12][CH:11]=1)([O-:9])=[O:8].[CH3:20][C:21]1([CH3:28])[O:25][CH:24]([CH2:26][OH:27])[CH2:23][O:22]1.[N+]([O-])([O-])=O>ClCCl>[N+:7]([C:10]1[CH:11]=[CH:12][C:13]([S:16]([O:27][CH2:26][CH:24]2[CH2:23][O:22][C:21]([CH3:28])([CH3:20])[O:25]2)(=[O:18])=[O:17])=[CH:14][CH:15]=1)([O-:9])=[O:8]. Procedure details: Pyridine (29.96 g, 0.37 mol) was added to a solution of 4-nitrobenzenesulfonyl chloride (58.7 g, 0.26 mol) in dichloromethane (300 mL) at 0° C. followed by the dropwise addition of 2,2-dimethyl-1,3-dioxolane-4-methanol (50 g, 0.37 mol). After stirring the mixture at temperature for 1 h, the reaction mixture was allowed to warm to room temperature and stirring continued for 4 h. The reaction nitrate was washed with 1N HCl (2×200 mL), dried (MgSO4), and evaporated to a solid which was recrystalliz... The reactants are C(=O)(O)[O-].[Na+] (NaHCO3), COC1=CC=C(CN2C=NC=3C2=NC=CC3CN3C(CC(C3)CCC)=O)C=C1 (1-{[3-(4-methoxybenzyl)-3H-imidazo[4,5-b]pyridin-7-yl]methyl}-4-propylpyrrolidin-2-one), C1(=CC=CC=C1)OC (anisole), OS(=O)(=O)O (H2SO4). The solvent is C(C)(=O)OCC (ethyl acetate), FC(C(=O)O)(F)F (trifluoroacetic acid). Reaction conditions: temperature 20 celsius, time 2 hour. The product is N1=CNC2=NC=CC(=C21)CN2C(CC(C2)CCC)=O (1-(3H-imidazo[4,5-b]pyridin-7-ylmethyl)-4-propylpyrrolidin-2-one). Isolated yield 85.0%. As a reaction SMILES: COC1C=CC(C[N:8]2[C:12]3=[N:13][CH:14]=[CH:15][C:16]([CH2:17][N:18]4[CH2:22][CH:21]([CH2:23][CH2:24][CH3:25])[CH2:20][C:19]4=[O:26])=[C:11]3[N:10]=[CH:9]2)=CC=1.C1(OC)C=CC=CC=1.OS(O)(=O)=O.C([O-])(O)=O.[Na+]>FC(F)(F)C(O)=O.C(OCC)(=O)C>[N:10]1[C:11]2[C:12](=[N:13][CH:14]=[CH:15][C:16]=2[CH2:17][N:18]2[CH2:22][CH:21]([CH2:23][CH2:24][CH3:25])[CH2:20][C:19]2=[O:26])[NH:8][CH:9]=1 |f:3.4|. Reported procedure: A solution containing 1-{[3-(4-methoxybenzyl)-3H-imidazo[4,5-b]pyridin-7-yl]methyl}-4-propylpyrrolidin-2-one x187 (0.6 g), anisole (0.4 ml) and concentrated H2SO4 (0.2 ml) in trifluoroacetic acid (4 ml) is stirred in a flow of argon at 20° C. for 2 h. The homogeneous reaction mixture is added dropwise at 0° C. to a mixture of a saturated aqueous solution of NaHCO3 (50 ml) and ethyl acetate (50 ml). The organic layer is separated. The aqueous one (pH ˜8) is subjected to additional extraction with... The reactants are C(C)(=O)OC1C(C(N1C(=O)C(C)(C)C)=O)CCCNC(=NC(=O)OCC1=CC=CC=C1)NC(=O)OCC1=CC=CC=C1 (4-Acetyloxy-3-[3-[N',N"-di(Cbz)guanidino]propyl]-1-t-butylcarbonyl-2-azetidinone), Cl (HCl). The reagents and catalysts are [Pd] (palladium on carbon). The solvent is CO.C(C)(=O)OCC (methanol ethyl acetate). Run at time 30 minute. The product is Cl.C(C)(=O)OC1C(C(N1C(=O)C(C)(C)C)=O)CCCNC(=N)N (4-Acetyloxy-3-guanidinopropyl-1-t-butylcarbonyl-2-azetidinone hydrochloride salt). Isolated yield 64.0%. As a reaction SMILES: [C:1]([O:4][CH:5]1[N:8]([C:9]([C:11]([CH3:14])([CH3:13])[CH3:12])=[O:10])[C:7](=[O:15])[CH:6]1[CH2:16][CH2:17][CH2:18][NH:19][C:20]([NH:32]C(OCC1C=CC=CC=1)=O)=[N:21]C(OCC1C=CC=CC=1)=O)(=[O:3])[CH3:2].[ClH:43]>[Pd].CO.C(OCC)(=O)C>[ClH:43].[C:1]([O:4][CH:5]1[N:8]([C:9]([C:11]([CH3:14])([CH3:13])[CH3:12])=[O:10])[C:7](=[O:15])[CH:6]1[CH2:16][CH2:17][CH2:18][NH:19][C:20]([NH2:32])=[NH:21])(=[O:3])[CH3:2] |f:3.4,5.6|. Procedure: A methanol/ethyl acetate solution of compound 41 (300 mg, 0.5 mmol) and 1N HCl (0.52 mL), containing 10% palladium on carbon, was stirred under a hydrogen atmosphere for 30 min. The suspension was filtered through a pad of Celite, and the filtrate was concentrated to afford 0.1 g (64%) of the title product as a mixture of trans and cis (3:2) isomers.